From a dataset of the Open Reaction Database (ORD), a public repository of structured organic reaction records. describe an organic reaction: reactants, conditions, products, and yield The reactants are Cl (HCl), C(CCC)C1=NC(=C(N1CC1=CC=C(C=C1)C1=C(C=CC=C1)C1=NN=NN1C(C)OCC)C(=O)C1=NC(=CC=C1)C(OC)OC)Cl ({2-butyl-5-chloro-3-[(2'-(1-(1-ethoxyethyl)-1H-tetrazol-5-yl)biphenyl-4-yl)methyl]-3H-imidazol-4-yl}[6-(dimethoxymethyl)pyridin-2-yl]methanone), [OH-].[Na+] (NaOH). Run in O1CCCC1 (tetrahydrofuran). Conditions: time 15 hour. Product: C(CCC)C1=NC(=C(N1CC1=CC=C(C=C1)C1=C(C=CC=C1)C1=NN=NN1)C(=O)C1=NC(=CC=C1)C=O)Cl ({2-butyl-5-chloro-3[(2'-(1H-tetrazol-5-yl)biphenyl-4-yl)methyl]-3H-imidazol-4-yl}(6-formylpyridin-2-yl)methanone). Yield: 71.0%. As a reaction SMILES: [CH2:1]([C:5]1[N:9]([CH2:10][C:11]2[CH:16]=[CH:15][C:14]([C:17]3[CH:22]=[CH:21][CH:20]=[CH:19][C:18]=3[C:23]3[N:27](C(OCC)C)[N:26]=[N:25][N:24]=3)=[CH:13][CH:12]=2)[C:8]([C:33]([C:35]2[CH:40]=[CH:39][CH:38]=[C:37]([CH:41](OC)[O:42]C)[N:36]=2)=[O:34])=[C:7]([Cl:46])[N:6]=1)[CH2:2][CH2:3][CH3:4].Cl.[OH-].[Na+]>O1CCCC1>[CH2:1]([C:5]1[N:9]([CH2:10][C:11]2[CH:16]=[CH:15][C:14]([C:17]3[CH:22]=[CH:21][CH:20]=[CH:19][C:18]=3[C:23]3[NH:27][N:26]=[N:25][N:24]=3)=[CH:13][CH:12]=2)[C:8]([C:33]([C:35]2[CH:40]=[CH:39][CH:38]=[C:37]([CH:41]=[O:42])[N:36]=2)=[O:34])=[C:7]([Cl:46])[N:6]=1)[CH2:2][CH2:3][CH3:4] |f:2.3|. Procedure details: 186 mg (0.289 mmole) of the compound obtained in step 2 of Example 1 was dissolved in 3 ml of tetrahydrofuran and to the resulting solution was added 2 ml of aqueous 4N HCl solution. The resultant was stirred for 15 hours at room temperature, neutralized with aqueous 4N NaOH solution, concentrated under reduced pressure and purified with silica gel column chromatography to obtain 108 mg of the title compound (yield 71%).